From a dataset of the Open Reaction Database (ORD), a public repository of structured organic reaction records. describe an organic reaction: reactants, conditions, products, and yield Starting materials: COCCO[Al+]OCCOC, Cc1ccccc1, [H-], [H-], [Na+], C1CCOC1, COc1ccccc1CNC(=O)C(Cc1c[nH]c2ccccc12)NC(c1ccccc1)(c1ccccc1)c1ccccc1. Yields the product COc1ccccc1CNCC(Cc1c[nH]c2ccccc12)NC(c1ccccc1)(c1ccccc1)c1ccccc1. As a reaction SMILES: [CH3:2][O:3][CH2:4][CH2:5][O:6][Al+:7][O:8][CH2:9][CH2:10][O:11][CH3:12].[CH3:58][c:59]1[cH:60][cH:61][cH:62][cH:63][cH:64]1.[H-:14].[H-:1].[Na+:13].[O:65]1[CH2:66][CH2:67][CH2:68][CH2:69]1.[nH:15]1[cH:16][c:17]([CH2:24][CH:25]([C:26](=[O:27])[NH:28][CH2:29][c:30]2[c:31]([O:36][CH3:37])[cH:32][cH:33][cH:34][cH:35]2)[NH:38][C:39]([c:40]2[cH:41][cH:42][cH:43][cH:44][cH:45]2)([c:46]2[cH:47][cH:48][cH:49][cH:50][cH:51]2)[c:52]2[cH:53][cH:54][cH:55][cH:56][cH:57]2)[c:18]2[cH:19][cH:20][cH:21][cH:22][c:23]12>>[nH:15]1[cH:16][c:17]([CH2:24][CH:25]([CH2:26][NH:28][CH2:29][c:30]2[c:31]([O:36][CH3:37])[cH:32][cH:33][cH:34][cH:35]2)[NH:38][C:39]([c:40]2[cH:41][cH:42][cH:43][cH:44][cH:45]2)([c:46]2[cH:47][cH:48][cH:49][cH:50][cH:51]2)[c:52]2[cH:53][cH:54][cH:55][cH:56][cH:57]2)[c:18]2[cH:19][cH:20][cH:21][cH:22][c:23]12.